This data is from the Open Reaction Database (ORD), a public repository of structured organic reaction records. The task is: describe an organic reaction: reactants, conditions, products, and yield Starting materials: ClC=1C=CC=2C(C3=C(NC2C1)C(=NN(C3=O)C3=C(C=C(C=C3)OC)C)O)=O (7-Chloro-4-hydroxy-2-(4-methoxy-2-methylphenyl)-1,2,5,10-tetrahydropyridazino[4,5-b]quinoline-1,10-dione), [BH4-].[Na+] (NaBH4), FC(C(=O)O)(F)F (trifluoroacetic acid), [BH4-].[Na+] (NaBH4). Solvent: O1CCCC1 (tetrahydrofuran). Conditions: temperature 0 celsius, time 10 minute. Product: ClC=1C=CC=2CC3=C(NC2C1)C(=NN(C3=O)C3=C(C=C(C=C3)OC)C)O (7-Chloro-4-hydroxy-2-(2′-methyl-4′-methoxyphenyl)-5,10-dihydro-2H-pyridazino[4,5-b]quinoline-1-one). Isolated yield 39.4%. Reaction SMILES: [Cl:1][C:2]1[CH:3]=[CH:4][C:5]2[C:6](=O)[C:7]3[C:15](=[O:16])[N:14]([C:17]4[CH:22]=[CH:21][C:20]([O:23][CH3:24])=[CH:19][C:18]=4[CH3:25])[N:13]=[C:12]([OH:26])[C:8]=3[NH:9][C:10]=2[CH:11]=1.FC(F)(F)C(O)=O.[BH4-].[Na+]>O1CCCC1>[Cl:1][C:2]1[CH:3]=[CH:4][C:5]2[CH2:6][C:7]3[C:15](=[O:16])[N:14]([C:17]4[CH:22]=[CH:21][C:20]([O:23][CH3:24])=[CH:19][C:18]=4[CH3:25])[N:13]=[C:12]([OH:26])[C:8]=3[NH:9][C:10]=2[CH:11]=1 |f:2.3|. Procedure: 7-Chloro-4-hydroxy-2-(4-methoxy-2-methylphenyl)-1,2,5,10-tetrahydropyridazino[4,5-b]quinoline-1,10-dione (5.0 mL, 13.1 mmol) was suspended in tetrahydrofuran (170 mL) under nitrogen cooled to 0° C. and treated with trifluoroacetic acid (18 mL, 235 mmol). Over a 10 minute period, the reaction mixture was then treated with NaBH4 (1.973 g, 52.2 mmol). The reaction mixture was stirred at 0° C. for 6 hours and then was stored in a freezer overnight. The reaction mixture was then treated with addition... The reactants are ClC1=CC=C(C(=N1)C)[N+](=O)[O-] (6-chloro-2-methyl-3-nitropyridine), FC1CNCC1 (3-fluoropyrrolidine), Intermediate 51. Yields the product FC1CN(CC1)C1=CC=C(C(=N1)C)[N+](=O)[O-] (6-(3-Fluoropyrrolidin-1-yl)-2-methyl-3-nitropyridine). Reaction SMILES: Cl[C:2]1[N:7]=[C:6]([CH3:8])[C:5]([N+:9]([O-:11])=[O:10])=[CH:4][CH:3]=1.[F:12][CH:13]1[CH2:17][CH2:16][NH:15][CH2:14]1>>[F:12][CH:13]1[CH2:17][CH2:16][N:15]([C:2]2[N:7]=[C:6]([CH3:8])[C:5]([N+:9]([O-:11])=[O:10])=[CH:4][CH:3]=2)[CH2:14]1. Procedure: The title compound was prepared from 6-chloro-2-methyl-3-nitropyridine and 3-fluoropyrrolidine following the method used to prepare Intermediate 51. LCMS (ES+) 226 (M+H)+, RT 2.847 minutes (method 1). Starting materials: BrC=1C2=C(C(=NC1)O)C1=C(S2)C=CC(=C1)Cl (4-bromo-8-chloro[1]benzothieno[3,2-c]pyridine-1-ol), O=P(Cl)(Cl)Cl (POCl3). The product is BrC=1C2=C(C(=NC1)Cl)C1=C(S2)C=CC(=C1)Cl (4-Bromo-1,8-dichloro[1]benzothieno[3,2-c]pyridine). RXN SMILES: [Br:1][C:2]1[C:3]2[S:11][C:10]3[CH:12]=[CH:13][C:14]([Cl:16])=[CH:15][C:9]=3[C:4]=2[C:5](O)=[N:6][CH:7]=1.O=P(Cl)(Cl)[Cl:19]>>[Br:1][C:2]1[C:3]2[S:11][C:10]3[CH:12]=[CH:13][C:14]([Cl:16])=[CH:15][C:9]=3[C:4]=2[C:5]([Cl:19])=[N:6][CH:7]=1. Procedure: A suspension of 4-bromo-8-chloro[1]benzothieno[3,2-c]pyridine-1-ol in POCl3 (1 M) was placed in a microwave reactor at 240° C. (normal absorption) for 10 min. The reaction mixture was carefully extracted with EtOAc/NaHCO3, dried over Na2SO4, filtered and evaporated to provide the title compound.